Dataset: the Open Reaction Database (ORD), a public repository of structured organic reaction records. Task: describe an organic reaction: reactants, conditions, products, and yield The reactants are COC(=O)C=1NN=C(C1)C1=CC(=CC=C1)OC(F)F (5-(3-Difluoromethoxy-phenyl)-2H-pyrazole-3-carboxylic acid methyl ester), FC(OC=1C=C(C=CC1)C(\C=C(\C(=O)OC)/O)=O)F ((Z)-methyl 4-(3-(difluoromethoxy)phenyl)-2-hydroxy-4-oxobut-2-enoate), Cl.NN (Hydrazine hydrochloride). Run in C(C)O (Ethanol). Run at time 8 hour. Product: FC(OC=1C=C(C=CC1)C=1C=C(NN1)C(=O)O)F (5-(3-Difluoromethoxy-phenyl)-2H-pyrazole-3-carboxylic acid). Isolated yield 79.9%. As a reaction SMILES: C[O:2][C:3]([C:5]1[NH:6][N:7]=[C:8]([C:10]2[CH:15]=[CH:14][CH:13]=[C:12]([O:16][CH:17]([F:19])[F:18])[CH:11]=2)[CH:9]=1)=[O:4].FC(F)OC1C=C(C(=O)/C=C(\O)/C(OC)=O)C=CC=1.Cl.NN>C(O)C>[F:19][CH:17]([F:18])[O:16][C:12]1[CH:11]=[C:10]([C:8]2[CH:9]=[C:5]([C:3]([OH:4])=[O:2])[NH:6][N:7]=2)[CH:15]=[CH:14][CH:13]=1 |f:2.3|. Reported procedure: 5-(3-Difluoromethoxy-phenyl)-2H-pyrazole-3-carboxylic acid methyl ester: To a solution of (Z)-methyl 4-(3-(difluoromethoxy)phenyl)-2-hydroxy-4-oxobut-2-enoate (CAS-832741-03-4) (800 mg, 2.94 mmol, Eq: 1.00) in Ethanol (20 ml) was added Hydrazine hydrochloride (220 mg, 3.21 mmol, Eq: 1.093) at rt to give an orange suspension. The resulting mixture was stirred overnight at the same temperature. After 1 day the reaction was complete. After stirring the solvent was removed under reduce pressure and ... Reactants: C([O-])([O-])=O.[K+].[K+] (potassium carbonate), [I-].[Na+] (sodium iodide), ClCCOCCC (2-chloroethylpropylether), BrC1=C(C=C(C=C1)O)Cl (4-bromo-3-chlorophenol). Run in CN(C)C=O (DMF), O (water). Conditions: temperature 90 celsius, time 16 hour. Product: BrC1=C(C=C(C=C1)OCCOCCC)Cl (1-bromo-2-chloro-4-(2-propoxyethoxy)benzene). RXN SMILES: [Br:1][C:2]1[CH:7]=[CH:6][C:5]([OH:8])=[CH:4][C:3]=1[Cl:9].C(=O)([O-])[O-].[K+].[K+].[I-].[Na+].Cl[CH2:19][CH2:20][O:21][CH2:22][CH2:23][CH3:24]>CN(C=O)C.O>[Br:1][C:2]1[CH:7]=[CH:6][C:5]([O:8][CH2:19][CH2:20][O:21][CH2:22][CH2:23][CH3:24])=[CH:4][C:3]=1[Cl:9] |f:1.2.3,4.5|. Reported procedure: In DMF (98 ml) was dissolved 4-bromo-3-chlorophenol (9.8 g), and to the solution were added at room temperature potassium carbonate (9.8 g), sodium iodide (7.8 g) and 2-chloroethylpropylether (7.8 ml). The mixture was stirred at 90° C. for 16 hours, cooled to room temperature, poured into water, and the mixture was extracted with ethyl acetate, washed with saturated brine and dried with magnesium sulfate. Under reduced pressure, the solvent was removed, and the residue was purified with silica g...